This data is from the Open Reaction Database (ORD), a public repository of structured organic reaction records. The task is: describe an organic reaction: reactants, conditions, products, and yield Reactants: CC(=O)C1CNCCO1, CC(C)(C)OC(=O)NS(=O)(=O)c1cccc2c1OCO2, CCN(C(C)C)C(C)C, ClCCl, O=C(O)C(F)(F)F. Product: CC(=O)C1CNCCO1, NS(=O)(=O)c1cccc2c1OCO2. As a reaction SMILES: [C:1]([CH3:2])(=[O:3])[CH:4]1[O:5][CH2:6][CH2:7][NH:8][CH2:9]1.[CH2:10]1[O:11][c:12]2[c:13]([S:19](=[O:20])(=[O:21])[NH:22][C:23]([O:24][C:25]([CH3:26])([CH3:27])[CH3:28])=[O:29])[cH:14][cH:15][cH:16][c:17]2[O:18]1.[CH:37]([N:38]([CH:39]([CH3:40])[CH3:41])[CH2:42][CH3:43])([CH3:44])[CH3:45].[Cl:46][CH2:47][Cl:48].[OH:30][C:31]([C:32]([F:33])([F:34])[F:35])=[O:36]>>[C:1]([CH3:2])(=[O:3])[CH:4]1[O:5][CH2:6][CH2:7][NH:8][CH2:9]1.[CH2:10]1[O:11][c:12]2[c:13]([S:19](=[O:20])(=[O:21])[NH2:22])[cH:14][cH:15][cH:16][c:17]2[O:18]1. Starting materials: CCCCCOc1ccc(C(=O)O)cc1, CN(C)C=O, Cc1ccccc1, O=C(Cl)C(=O)Cl. The product is CCCCCOc1ccc(C(=O)Cl)cc1. RXN SMILES: [CH2:1]([CH2:2][CH2:3][CH2:4][CH3:5])[O:6][c:7]1[cH:8][cH:9][c:10]([C:11](=[O:12])[OH:13])[cH:14][cH:15]1.[CH3:22][N:23]([CH3:24])[CH:25]=[O:26].[CH3:27][c:28]1[cH:29][cH:30][cH:31][cH:32][cH:33]1.[Cl:16][C:17]([C:18]([Cl:19])=[O:20])=[O:21]>>[CH2:1]([CH2:2][CH2:3][CH2:4][CH3:5])[O:6][c:7]1[cH:8][cH:9][c:10]([C:11](=[O:12])[Cl:16])[cH:14][cH:15]1.